From a dataset of the Open Reaction Database (ORD), a public repository of structured organic reaction records. describe an organic reaction: reactants, conditions, products, and yield As a reaction SMILES: [C:1]([O:9][CH2:10][CH:11]1[S:15][CH2:14][CH2:13][S:12]1)(=[O:8])[C:2]1[CH:7]=[CH:6][CH:5]=[CH:4][CH:3]=1.ClC1C=CC=C(C(OO)=[O:24])C=1.C([O-])(O)=O.[Na+]>C(Cl)Cl>[C:1]([O:9][CH2:10][CH:11]1[S:12](=[O:24])[CH2:13][CH2:14][S:15]1)(=[O:8])[C:2]1[CH:3]=[CH:4][CH:5]=[CH:6][CH:7]=1 |f:2.3|. Starting materials: ClC1=CC(=CC=C1)C(=O)OO (Meta-chloroperbenzoic acid), C(C1=CC=CC=C1)(=O)OCC1SCCS1 (2-Benzoyloxymethyl-1,3-dithiolane), C(=O)(O)[O-].[Na+] (NaHCO3). Solvent: C(Cl)Cl (methylene chloride), C(Cl)Cl (methylene chloride). Yield: 72.1%. Conditions: temperature 0 celsius. Yields the product C(C1=CC=CC=C1)(=O)OCC1SCCS1=O (2-BENZOYLOXYMETHYL-3-OXO-1,3-DITHIOLANE). Procedure details: 2-Benzoyloxymethyl-1,3-dithiolane (example 12) (5.2 g) was dissolved in dry methylene chloride (200 ml) and cooled to 0° C. in an ice bath. Meta-chloroperbenzoic acid (80%, 4.67 g) in methylene chloride (100 ml) was added slowly while under stirring. The mixture was stirred at room temperature for 1 hour and then poured with into saturated aqueous NaHCO3 solution (100 ml). The organic layer was separated, washed first with saturated NaHCO3 solution (2×100 ml), then with water (100 ml), and final... Reactants: EtOAc petrol, CC1=CC=C(C=C1)S(=O)(=O)OCCCCC#C (hex-5-ynyl 4-methylbenzenesulfonate), crude product, CC1=CC=C(C=C1)S(=O)(=O)Cl (4-Methylbenzenesulfonyl chloride), C(CCCC#C)O (5-hexyn-1-ol), N1=CC=CC=C1 (pyridine), O=CC1=CC(OC)=C(O)C=C1 (Vanillin), CC1=CC=C(C=C1)S(=O)(=O)OCCCCC#C (hex-5-ynyl 4-methylbenzenesulfonate). Solvent: C(Cl)Cl (CH2Cl2). The product is C(CCCC#C)OC1=C(C=C(C=O)C=C1)OC (4-(hex-5-ynyloxy)-3-methoxybenzaldehyde). Yield: 61.5%. As a reaction SMILES: CC1C=CC(S(Cl)(=O)=O)=CC=1.[CH2:12]([OH:18])[CH2:13][CH2:14][CH2:15][C:16]#[CH:17].N1C=CC=CC=1.CC1C=CC(S(OCCCCC#C)(=O)=O)=CC=1.[O:42]=[CH:43][C:44]1[CH:52]=[CH:51][C:49](O)=[C:46]([O:47][CH3:48])[CH:45]=1>C(Cl)Cl>[CH2:12]([O:18][C:49]1[CH:51]=[CH:52][C:44]([CH:43]=[O:42])=[CH:45][C:46]=1[O:47][CH3:48])[CH2:13][CH2:14][CH2:15][C:16]#[CH:17]. Procedure: 4-Methylbenzenesulfonyl chloride (2.9 g, 15 mmol), 5-hexyn-1-ol (1.1 mL, 10 mmol) and pyridine (1.6 mL, 20 mmol) in CH2Cl2 (10 mL) were treated according to Procedure 4 giving hex-5-ynyl 4-methylbenzenesulfonate (2.1 g, 83%) as a colourless oil. Vanillin (0.84 g, 5.6 mmol) was alkylated with hex-5-ynyl 4-methylbenzenesulfonate (2.1 g, 8.3 mmol) according to Procedure 4 and the crude product was recystallised from EtOAc/petrol to provide 4-(hex-5-ynyloxy)-3-methoxybenzaldehyde (0.80 g, 62%) as a ... The reactants are [H-].[Al+3].[Li+].[H-].[H-].[H-] (Lithium aluminium hydride), C(C1=CC=CC=C1)OC1=CC=C(CN2N=C(C(=C2)C(=O)OCC)C2=CC=CC=C2)C=C1 (ethyl 1-(4-benzyloxybenzyl)-3-phenyl-1H-pyrazole-4-carboxylate), O (water). The solvent is O1CCCC1 (tetrahydrofuran). Reaction conditions: temperature 0 celsius, time 1 hour. The product is C(C1=CC=CC=C1)OC1=CC=C(CN2N=C(C(=C2)CO)C2=CC=CC=C2)C=C1 ([1-(4-benzyloxybenzyl)-3-phenyl-1H-pyrazol-4-yl]methanol). Isolated yield 267.7%. As a reaction SMILES: [H-].[Al+3].[Li+].[H-].[H-].[H-].[CH2:7]([O:14][C:15]1[CH:37]=[CH:36][C:18]([CH2:19][N:20]2[CH:24]=[C:23]([C:25](OCC)=[O:26])[C:22]([C:30]3[CH:35]=[CH:34][CH:33]=[CH:32][CH:31]=3)=[N:21]2)=[CH:17][CH:16]=1)[C:8]1[CH:13]=[CH:12][CH:11]=[CH:10][CH:9]=1.O>O1CCCC1>[CH2:7]([O:14][C:15]1[CH:37]=[CH:36][C:18]([CH2:19][N:20]2[CH:24]=[C:23]([CH2:25][OH:26])[C:22]([C:30]3[CH:31]=[CH:32][CH:33]=[CH:34][CH:35]=3)=[N:21]2)=[CH:17][CH:16]=1)[C:8]1[CH:9]=[CH:10][CH:11]=[CH:12][CH:13]=1 |f:0.1.2.3.4.5|. Reported procedure: Lithium aluminium hydride (884 mg) was added to a solution of ethyl 1-(4-benzyloxybenzyl)-3-phenyl-1H-pyrazole-4-carboxylate (9.61 g) in tetrahydrofuran (50 ml) at 0° C., and the mixture was stirred at 0° C. for one hour. After adding water, the reaction mixture was stirred at room temperature for one hour. After the precipitate was removed by filtration, the filtrate was extracted with ethyl acetate. The ethyl acetate layer was washed with saturated aqueous sodium chloride solution, dried (MgSO...